Dataset: the Open Reaction Database (ORD), a public repository of structured organic reaction records. Task: describe an organic reaction: reactants, conditions, products, and yield Product: OC(C)(C)C1=CC=C(CNC(C2=C(N=CC=C2)OC=2C=C3C(CCC3=CC2)=O)=O)C=C1 (N-(4-( -Hydroxy-1-methyl-ethyl-)-benzyl)-2-(3-oxo-indan-5-yloxy)-nicotinamide). As a reaction SMILES: [O:1]=[C:2]1[C:10]2[C:5](=[CH:6][CH:7]=[C:8]([O:11][C:12]3[N:20]=[CH:19][CH:18]=[CH:17][C:13]=3[C:14]([OH:16])=O)[CH:9]=2)[CH2:4][CH2:3]1.[NH2:21][CH2:22][C:23]1[CH:28]=[CH:27][C:26]([C:29]([OH:32])([CH3:31])[CH3:30])=[CH:25][CH:24]=1.N>>[OH:32][C:29]([C:26]1[CH:27]=[CH:28][C:23]([CH2:22][NH:21][C:14](=[O:16])[C:13]2[CH:17]=[CH:18][CH:19]=[N:20][C:12]=2[O:11][C:8]2[CH:9]=[C:10]3[C:5](=[CH:6][CH:7]=2)[CH2:4][CH2:3][C:2]3=[O:1])=[CH:24][CH:25]=1)([CH3:31])[CH3:30]. The reactants are ( 100 ), O=C1CCC2=CC=C(C=C12)OC1=C(C(=O)O)C=CC=N1 (2-(3-Oxo-indan-5-yloxy)-nicotinic acid), NCC1=CC=C(C=C1)C(C)(C)O (2-(4-aminomethyl-phenyl)-propan-2-ol), N (NH3). Reported procedure: Prepared from 2-(3-Oxo-indan-5-yloxy)-nicotinic acid and 2-(4-aminomethyl-phenyl)-propan-2-ol. MS (m/e): 435 (M++NH3), 417 (M++1), 400 (100). NMR (CDCl3): 8.62 (dd, J=2,8 Hz, 1H), 8.15 (dd, J=2,5 Hz, 1H), 8.07 (m, 1H), 7.32 (m, 8H), 4.67 (d, J=6 Hz, 2H), 313 (t, J=6 Hz, 2H), 2.72 (dt, J=2,4 Hz, 2H), 1.53 (s, 6H).